From a dataset of the Open Reaction Database (ORD), a public repository of structured organic reaction records. describe an organic reaction: reactants, conditions, products, and yield Reactants: solution, [OH-].[Na+] (sodium hydroxide), COC=1C=C2C(=CC=NC2=CC1OC)OC1=CC=C(C=C1)NC(COC1=C(C=CC=C1F)F)=O (N1-{4-[(6,7-Dimethoxy-4-quinolyl)oxy]phenyl}-2-(2,6-difluorophenoxy)acetamide), Cl (hydrochloric acid). The solvent is O1CCCC1 (tetrahydrofuran), O1CCCC1 (tetrahydrofuran). Run at temperature 0 celsius. Product: FC1=C(OCCNC2=CC=C(C=C2)OC2=CC=NC3=CC(=C(C=C23)OC)OC)C(=CC=C1)F (N-[2-(2,6-Difluorophenoxy)ethyl]-N-{4-[(6,7-dimethoxy-4-quinolyl)oxy]phenyl}amine). Yield: 79.9%. Reaction SMILES: [CH3:1][O:2][C:3]1[CH:4]=[C:5]2[C:10](=[CH:11][C:12]=1[O:13][CH3:14])[N:9]=[CH:8][CH:7]=[C:6]2[O:15][C:16]1[CH:21]=[CH:20][C:19]([NH:22][C:23](=O)[CH2:24][O:25][C:26]2[C:31]([F:32])=[CH:30][CH:29]=[CH:28][C:27]=2[F:33])=[CH:18][CH:17]=1.Cl.[OH-].[Na+]>O1CCCC1>[F:33][C:27]1[CH:28]=[CH:29][CH:30]=[C:31]([F:32])[C:26]=1[O:25][CH2:24][CH2:23][NH:22][C:19]1[CH:20]=[CH:21][C:16]([O:15][C:6]2[C:5]3[C:10](=[CH:11][C:12]([O:13][CH3:14])=[C:3]([O:2][CH3:1])[CH:4]=3)[N:9]=[CH:8][CH:7]=2)=[CH:17][CH:18]=1 |f:2.3|. Procedure details: N1-{4-[(6,7-Dimethoxy-4-quinolyl)oxy]phenyl}-2-(2,6-difluorophenoxy)acetamide (200 mg) was dissolved in tetrahydrofuran (10 ml) to prepare a solution. A 1 M solution (1.3 ml) of a borane-tetrahydrofuran complex in tetrahydrofuran was then added to the solution, and the mixture was stirred with heating under reflux for 2 hr. The reaction solution was cooled to 0° C. and was adjusted to pH=1 by the addition of 1 N hydrochloric acid, followed by stirring with heating under reflux for 30 min. The re... The reactants are C1CCOC1, CC(C)(C)[O-], CCOC(=O)CP(=O)(OCC)OCC, CCn1ncc2c(-c3cncc(C)c3)c(C=O)c(COCC3CC3)nc21, [K+], O. Product: CCOC(=O)C=Cc1c(COCC2CC2)nc2c(cnn2CC)c1-c1cncc(C)c1. Reaction SMILES: [CH2:47]1[O:48][CH2:49][CH2:50][CH2:51]1.[CH3:15][C:16]([CH3:17])([O-:18])[CH3:19].[CH3:1][CH2:2][O:3][C:4](=[O:5])[CH2:6][P:7]([O:8][CH2:9][CH3:10])([O:11][CH2:12][CH3:13])=[O:14].[CH:21]1([CH2:24][O:25][CH2:26][c:27]2[c:28]([CH:45]=[O:46])[c:29](-[c:38]3[cH:39][n:40][cH:41][c:42]([CH3:44])[cH:43]3)[c:30]3[c:31]([n:32]2)[n:33]([CH2:36][CH3:37])[n:34][cH:35]3)[CH2:22][CH2:23]1.[K+:20].[OH2:52]>>[CH3:1][CH2:2][O:3][C:4](=[O:5])[CH:6]=[CH:45][c:28]1[c:27]([CH2:26][O:25][CH2:24][CH:21]2[CH2:22][CH2:23]2)[n:32][c:31]2[c:30]([c:29]1-[c:38]1[cH:39][n:40][cH:41][c:42]([CH3:44])[cH:43]1)[cH:35][n:34][n:33]2[CH2:36][CH3:37]. The reactants are [Al], N#Cc1cc2c(=O)c3ccccc3ccn2c1, O=CO, [Ni]. Yields the product O=Cc1cc2c(=O)c3ccccc3ccn2c1. Reaction SMILES: [Al:21].[C:1](#[N:2])[c:3]1[cH:4][c:5]2[c:6](=[O:17])[c:7]3[c:8]([cH:9][cH:10][n:11]2[cH:12]1)[cH:13][cH:14][cH:15][cH:16]3.[CH:18](=[O:19])[OH:20].[Ni:22]>>[CH:1]([c:3]1[cH:4][c:5]2[c:6](=[O:17])[c:7]3[c:8]([cH:9][cH:10][n:11]2[cH:12]1)[cH:13][cH:14][cH:15][cH:16]3)=[O:19]. Starting materials: N1C=NC(=C1)CC(=O)O (2-(1H-imidazol-4-yl)acetic acid), Product, C(C)(C)OC=1C=C(C=CC1OC)N1C[C@@H](NCC1)CC(C)C ((S)-1-(3-isopropoxy-4-methoxy-phenyl)-3-isobutyl-piperazine), C(C)(C)OC=1C=C(C=CC1OC)N1C[C@@H](NCC1)CC(C)C ((S)-1-(3-isopropoxy-4-methoxy-phenyl)-3-isobutyl-piperazine). Product: N1C=NC(=C1)CC(=O)N1[C@H](CN(CC1)C1=CC(=C(C=C1)OC)OC(C)C)CC(C)C ((S)-2-(1H-imidazol-4-yl)-1-(2-isobutyl-4-(3-isopropoxy-4-methoxyphenyl)piperazin-1-yl)ethanone). RXN SMILES: [NH:1]1[CH:5]=[C:4]([CH2:6][C:7]([OH:9])=O)[N:3]=[CH:2]1.[CH:10]([O:13][C:14]1[CH:15]=[C:16]([N:22]2[CH2:27][CH2:26][NH:25][C@@H:24]([CH2:28][CH:29]([CH3:31])[CH3:30])[CH2:23]2)[CH:17]=[CH:18][C:19]=1[O:20][CH3:21])([CH3:12])[CH3:11]>>[NH:1]1[CH:5]=[C:4]([CH2:6][C:7]([N:25]2[CH2:26][CH2:27][N:22]([C:16]3[CH:17]=[CH:18][C:19]([O:20][CH3:21])=[C:14]([O:13][CH:10]([CH3:11])[CH3:12])[CH:15]=3)[CH2:23][C@@H:24]2[CH2:28][CH:29]([CH3:31])[CH3:30])=[O:9])[N:3]=[CH:2]1. Procedure: Prepared by the method outlined for Example 189 using 2-(1H-imidazol-4-yl)acetic acid and (S)-1-(3-isopropoxy-4-methoxy-phenyl)-3-isobutyl-piperazine (Example 35, Compound 123) as starting materials. Product as an off-white solid (32%). LC/MS (Method B) 2.52 min, [M+1]+ 415.1. Potency class B.